describe an organic reaction: reactants, conditions, products, and yield From a dataset of the Open Reaction Database (ORD), a public repository of structured organic reaction records. The reactants are CN(C)CCBr, Brc1ccc(-c2c[nH]nc2OCc2ccccc2)cc1, CN(C)C=O, [H-], [Na+], O. The product is CN(C)CCn1cc(-c2ccc(Br)cc2)c(OCc2ccccc2)n1. Reaction SMILES: [Br:23][CH2:24][CH2:25][N:26]([CH3:27])[CH3:28].[CH2:1]([c:2]1[cH:3][cH:4][cH:5][cH:6][cH:7]1)[O:8][c:9]1[n:10][nH:11][cH:12][c:13]1-[c:14]1[cH:15][cH:16][c:17]([Br:20])[cH:18][cH:19]1.[CH3:30][N:31]([CH3:32])[CH:33]=[O:34].[H-:21].[Na+:22].[OH2:29]>>[CH2:1]([c:2]1[cH:3][cH:4][cH:5][cH:6][cH:7]1)[O:8][c:9]1[n:10][n:11]([CH2:24][CH2:25][N:26]([CH3:27])[CH3:28])[cH:12][c:13]1-[c:14]1[cH:15][cH:16][c:17]([Br:20])[cH:18][cH:19]1.